Dataset: the Open Reaction Database (ORD), a public repository of structured organic reaction records. Task: describe an organic reaction: reactants, conditions, products, and yield Reactants: C1CCOC1, C[Si](C)(C)[N-][Si](C)(C)C, Cl, Nc1ccc(OC(F)(F)F)cc1, O=C(O)c1ccncc1F, [Li+]. Yields the product O=C(O)c1ccncc1Nc1ccc(OC(F)(F)F)cc1. RXN SMILES: [CH2:34]1[O:35][CH2:36][CH2:37][CH2:38]1.[CH3:24][Si:25]([N-:26][Si:27]([CH3:28])([CH3:29])[CH3:30])([CH3:31])[CH3:32].[ClH:33].[F:11][C:12]([O:13][c:14]1[cH:15][cH:16][c:17]([NH2:18])[cH:19][cH:20]1)([F:21])[F:22].[F:1][c:2]1[c:3]([C:4](=[O:5])[OH:6])[cH:7][cH:8][n:9][cH:10]1.[Li+:23]>>[c:2]1([NH:18][c:17]2[cH:16][cH:15][c:14]([O:13][C:12]([F:11])([F:21])[F:22])[cH:20][cH:19]2)[c:3]([C:4](=[O:5])[OH:6])[cH:7][cH:8][n:9][cH:10]1.